This data is from the Open Reaction Database (ORD), a public repository of structured organic reaction records. The task is: describe an organic reaction: reactants, conditions, products, and yield Starting materials: NC1=CC=C(C=C1)CC(=O)O (4-aminophenylacetic acid), S(O)(O)(=O)=O (sulfuric acid), C([O-])([O-])=O.[Na+].[Na+] (sodium carbonate). The solvent is CO (methanol). The product is NC1=CC=C(C=C1)CC(=O)OC (methyl 4-aminophenylacetate). The yield is 50.0%. RXN SMILES: [NH2:1][C:2]1[CH:7]=[CH:6][C:5]([CH2:8][C:9]([OH:11])=[O:10])=[CH:4][CH:3]=1.S(=O)(=O)(O)O.[C:17](=O)([O-])[O-].[Na+].[Na+]>CO>[NH2:1][C:2]1[CH:3]=[CH:4][C:5]([CH2:8][C:9]([O:11][CH3:17])=[O:10])=[CH:6][CH:7]=1 |f:2.3.4|. Procedure: To 4-aminophenylacetic acid (Aldrich, 5 g, 33 mmol) in 50 mL of anhydrous methanol was added 2.5 mL of concentrated sulfuric acid cautiously. The mixture was heated to reflux for 4 h. The reaction was cooled to room temperature and neutralized with sodium carbonate. The volatiles were evaporated on a rotoevaporator and the residue triturated with chloroform (80 mL) and saturated sodium bicarbonate (100 mL). The chloroform layer was separated and filtered through a small pack of silica gel. The s...